Dataset: the Open Reaction Database (ORD), a public repository of structured organic reaction records. Task: describe an organic reaction: reactants, conditions, products, and yield Starting materials: CC(=O)C1=CC=C(C=C1)N (4-aminoacetophenone), [N-]=C=O.COC([C@@H](N)CCC(N)=O)=O (glutamine methyl ester isocyanate), Cl.NO (hydroxylamine hydrochloride), C(OC)(OC)OC (trimethyl orthoformate). The solvent is C1CCOC1 (THF), C1CCOC1 (THF), N1=CC=CC=C1 (pyridine). Conditions: time 3 hour. The product is ON=C(C)C1=CC=C(C=C1)NC(=O)NC(CCC(N)=O)C(=O)OC (N-[4-(1-hydroxyiminoethyl)phenyl]-N'-(1-methoxycarbonyl-3-carbamoylpropyl)urea). Reaction SMILES: [CH3:1][C:2]([C:4]1[CH:9]=[CH:8][C:7]([NH2:10])=[CH:6][CH:5]=1)=O.[N-:11]=[C:12]=[O:13].[CH3:14][O:15][C:16](=[O:24])[C@H:17]([CH2:19][CH2:20][C:21](=[O:23])[NH2:22])N.Cl.[NH2:26][OH:27].C(OC)(OC)OC>C1COCC1.N1C=CC=CC=1>[OH:27][N:26]=[C:2]([C:4]1[CH:9]=[CH:8][C:7]([NH:10][C:12]([NH:11][CH:17]([C:16]([O:15][CH3:14])=[O:24])[CH2:19][CH2:20][C:21](=[O:23])[NH2:22])=[O:13])=[CH:6][CH:5]=1)[CH3:1] |f:1.2,3.4|. Procedure details: A solution of 0.02 mol 4-aminoacetophenone in 40 mL THF is added dropwise to a solution of 0.02 mol of glutamine methyl ester isocyanate and 5 mL pyridine in 40 mL THF, and the reaction mixture is stirred for 3 hours. The solvent is then removed by rotary evaporator.The residue is dispersed in 50 mL CH3OH, and 0.022 mol hydroxylamine hydrochloride and 0.06 mol trimethyl orthoformate are added. The reaction mixture is heated to reflux for 1 hour. The solvent is removed by rotary evaporator. Addit... Reactants: OC1=CC=C(C=C1)CCCC(=O)O (4-(4-Hydroxy-phenyl)-butyric acid), CSC.B (borane-dimethyl sulfide). The solvent is C1CCOC1 (THF). Yields the product OCCCCC1=CC=C(C=C1)O (4-(4-Hydroxy-butyl)-phenol). Reaction SMILES: [OH:1][C:2]1[CH:7]=[CH:6][C:5]([CH2:8][CH2:9][CH2:10][C:11](O)=[O:12])=[CH:4][CH:3]=1.CSC.B>C1COCC1>[OH:12][CH2:11][CH2:10][CH2:9][CH2:8][C:5]1[CH:4]=[CH:3][C:2]([OH:1])=[CH:7][CH:6]=1 |f:1.2|. Procedure: 4-(4-Hydroxy-phenyl)-butyric acid (22.1 g, 123 mmol) is dissolved in THF (750 ml) and borane-dimethyl sulfide (23.3 ml, 245 mmol) is slowly added. The yellow suspension formed is heated at reflux for 3 hours until most of the solid slowly dissolves. The flask is removed from the heating mantle, and MeOH is slowly added until bubbling ceases and the residual solid has dissolved. The flask is cooled to room temperature and water (1 L) is added. The pH is corrected to 3 with AcOH, then the mixture ... The reactants are I.CSC(NC1=C(C=CC=C1)N1CCOCC1)=NC (2-methyl-1-(2-morpholinophenyl)-3-methyl-2-thiopseudourea hydroiodide), CN (methylamine). Solvent: C(C)O (ethanol). Yields the product CNC(=NC1=C(C=CC=C1)N1CCOCC1)NC (1,3-dimethyl-2-(2-morpholinophenyl)guanidine). As a reaction SMILES: I.CS[C:4](=[N:18][CH3:19])[NH:5][C:6]1[CH:11]=[CH:10][CH:9]=[CH:8][C:7]=1[N:12]1[CH2:17][CH2:16][O:15][CH2:14][CH2:13]1.[CH3:20][NH2:21]>C(O)C>[CH3:19][NH:18][C:4]([NH:21][CH3:20])=[N:5][C:6]1[CH:11]=[CH:10][CH:9]=[CH:8][C:7]=1[N:12]1[CH2:17][CH2:16][O:15][CH2:14][CH2:13]1 |f:0.1|. Reported procedure: A mixture of 2-methyl-1-(2-morpholinophenyl)-3-methyl-2-thiopseudourea hydroiodide (3.9 g) and 33% methylamine in solution in absolute ethanol (40 ml) was heated for 28 hours at 50°-55° C. to yield 1,3-dimethyl-2-(2-morpholinophenyl)guanidine which was recrystallised from hexane (m.p. 137°-138° C.). Reactants: ClC1=CC(=NC2=CC=CC=C12)C1=CC(=C(C=C1)Cl)Cl (4-chloro-2-(3,4-dichloro-phenyl)-quinoline), C(O)CN (ethanolamine). Yields the product Cl.ClC=1C=C(C=CC1Cl)C1=NC2=CC=CC=C2C(=C1)NCCO (2-[2-(3,4-Dichloro-phenyl)-quinolin-4-ylamino]-ethanol hydrochloride). Reported procedure: The title compound, m.p. 256-25° C., and MS: m/e=333.1 (M+H+), was prepared from 4-chloro-2-(3,4-dichloro-phenyl)-quinoline and ethanolamine. As a reaction SMILES: [Cl:1][C:2]1[C:11]2[C:6](=[CH:7][CH:8]=[CH:9][CH:10]=2)[N:5]=[C:4]([C:12]2[CH:17]=[CH:16][C:15]([Cl:18])=[C:14]([Cl:19])[CH:13]=2)[CH:3]=1.[CH2:20]([CH2:22][NH2:23])[OH:21]>>[ClH:1].[Cl:19][C:14]1[CH:13]=[C:12]([C:4]2[CH:3]=[C:2]([NH:23][CH2:22][CH2:20][OH:21])[C:11]3[C:6](=[CH:7][CH:8]=[CH:9][CH:10]=3)[N:5]=2)[CH:17]=[CH:16][C:15]=1[Cl:18] |f:2.3|. The reactants are C(C)N1N=CC2=C1N=CC=1C(NC=3N(C12)N=C(C3)C)=O (8-ethyl-2-methyl-4H-pyrazolo[1,5-a]pyrazolo-[4',3':5,6]pyrido[3,4-e]pyrimidin-5(8H)-one), [H-].[Na+] (sodium hydride), CI (methyl iodide). Solvent: COCCOCCOC (diethylene glycol dimethyl ether). Conditions: time 10 hour. Product: CC1=NN2C(N(C(C3=C2C2=C(N=C3)N(N=C2)CC)=O)C)=C1 (2,4-dimethyl-8-ethyl-4H-pyrazolo[1,5-a]pyrazolo[4',3':5,6]pyrido[3,4-e]pyrimidin-5(8H)-one). RXN SMILES: [CH2:1]([N:3]1[C:7]2[N:8]=[CH:9][C:10]3[C:11](=[O:20])[NH:12][C:13]4[N:14]([N:16]=[C:17]([CH3:19])[CH:18]=4)[C:15]=3[C:6]=2[CH:5]=[N:4]1)[CH3:2].[H-].[Na+].[CH3:23]I>COCCOCCOC>[CH3:19][C:17]1[CH:18]=[C:13]2[N:12]([CH3:23])[C:11](=[O:20])[C:10]3[CH:9]=[N:8][C:7]4[N:3]([CH2:1][CH3:2])[N:4]=[CH:5][C:6]=4[C:15]=3[N:14]2[N:16]=1 |f:1.2|. Procedure details: 2.7 g. of 8-ethyl-2-methyl-4H-pyrazolo[1,5-a]pyrazolo-[4',3':5,6]pyrido[3,4-e]pyrimidin-5(8H)-one (0.01 mol.) are added to a suspension of 0.03 g. of sodium hydride in 50 ml. of diethylene glycol dimethyl ether at reflux temperature. The temperature is maintained for one hour and then lowered to 120°. 2.8 g. of methyl iodide are added and heating is continued for 10 hours. The precipitated sodium iodide is filtered off, the solution evaporated to dryness and the residue recrystallized from ethyl... The reactants are C(CC)C(C1=CC=2OCOC2C=C1)O (α-propyl-piperonyl alcohol), C(CC)C(C1=CC=2OCOC2C=C1)N=[N+]=[N-] (α-propyl-piperonylazide), P(=O)(OC1=CC=CC=C1)(OC1=CC=CC=C1)N=[N+]=[N-] ((PhO)2P(O)N3), olefin. Run in C1(=CC=CC=C1)C (toluene). Yields the product C(CC)[C@H](C1=CC=2OCOC2C=C1)N=[N+]=[N-] ((R)-α-Propylpiperonylazide). As a reaction SMILES: C(C(O)C1C=CC2OCOC=2C=1)CC.P(N=[N+]=[N-])(OC1C=CC=CC=1)(OC1C=CC=CC=1)=O.[CH2:34]([CH:37]([N:47]=[N+:48]=[N-:49])[C:38]1[CH:46]=[CH:45][C:44]2[O:43][CH2:42][O:41][C:40]=2[CH:39]=1)[CH2:35][CH3:36]>C1(C)C=CC=CC=1>[CH2:34]([C@@H:37]([N:47]=[N+:48]=[N-:49])[C:38]1[CH:46]=[CH:45][C:44]2[O:43][CH2:42][O:41][C:40]=2[CH:39]=1)[CH2:35][CH3:36]. Procedure: tR : α-propyl-piperonyl alcohol, 5.9 min.; toluene, 7.8 min.; (PhO)2P(O)N3, 9.3 min.; olefin side-product, 10.6 min.; α-propyl-piperonylazide, 11.4 min. The reactants are N(N)C1=NC(=C2N=CN(C2=N1)C)NC1=CC=C(C=C1)[N+](=O)[O-] ((2-hydrazino-9-methyl-9H-purin-6-yl)-(4-nitro-phenyl)-amine), CC(CC(C)=O)=O (2,4-pentanedione). Yields the product CC1=NN(C(=C1)C)C1=NC(=C2N=CN(C2=N1)C)NC1=CC=C(C=C1)[N+](=O)[O-] ([2-(3,5-Dimethyl-pyrazol-1-yl)-9-methyl-9H-purin-6-yl]-(4-nitro-phenyl)-amine). Reaction SMILES: [NH:1]([C:3]1[N:11]=[C:10]2[C:6]([N:7]=[CH:8][N:9]2[CH3:12])=[C:5]([NH:13][C:14]2[CH:19]=[CH:18][C:17]([N+:20]([O-:22])=[O:21])=[CH:16][CH:15]=2)[N:4]=1)[NH2:2].[CH3:23][C:24](=O)[CH2:25][C:26](=O)[CH3:27]>>[CH3:23][C:24]1[CH:25]=[C:26]([CH3:27])[N:1]([C:3]2[N:11]=[C:10]3[C:6]([N:7]=[CH:8][N:9]3[CH3:12])=[C:5]([NH:13][C:14]3[CH:15]=[CH:16][C:17]([N+:20]([O-:22])=[O:21])=[CH:18][CH:19]=3)[N:4]=2)[N:2]=1. Reported procedure: Was prepared according to Example 9 from (2-hydrazino-9-methyl-9H-purin-6-yl)-(4-nitro-phenyl)-amine and 2,4-pentanedione.